From a dataset of the Open Reaction Database (ORD), a public repository of structured organic reaction records. describe an organic reaction: reactants, conditions, products, and yield Reactants: BrCCC1=CC=C(C(=O)OC(C)(C)C)C=C1 (tert-butyl 4-(2-bromoethyl)benzoate), ice water, [H-].[Na+] (sodium hydride), COC(=O)C1=CC=C(CC(C(=O)OCC=C)C(=O)OCC=C)C=C1 (diallyl 2-(4-methoxycarbonylbenzyl)malonate). Solvent: CN(C)C=O (DMF), CN(C)C=O (DMF). Run at temperature 0 celsius, time 1 hour. Product: C(C)(C)(C)OC(=O)C1=CC=C(C=C1)CCC(C(=O)OCC=C)(C(=O)OCC=C)CC1=CC=C(C=C1)C(=O)OC (Diallyl {2-[4-(tert-butoxycarbonyl)phenyl]ethyl}[4-(methoxycarbonyl)benzyl]malonate). Yield: 13.7%. Reaction SMILES: [H-].[Na+].[CH3:3][O:4][C:5]([C:7]1[CH:26]=[CH:25][C:10]([CH2:11][CH:12]([C:19]([O:21][CH2:22][CH:23]=[CH2:24])=[O:20])[C:13]([O:15][CH2:16][CH:17]=[CH2:18])=[O:14])=[CH:9][CH:8]=1)=[O:6].Br[CH2:28][CH2:29][C:30]1[CH:42]=[CH:41][C:33]([C:34]([O:36][C:37]([CH3:40])([CH3:39])[CH3:38])=[O:35])=[CH:32][CH:31]=1>CN(C=O)C>[C:37]([O:36][C:34]([C:33]1[CH:41]=[CH:42][C:30]([CH2:29][CH2:28][C:12]([CH2:11][C:10]2[CH:9]=[CH:8][C:7]([C:5]([O:4][CH3:3])=[O:6])=[CH:26][CH:25]=2)([C:19]([O:21][CH2:22][CH:23]=[CH2:24])=[O:20])[C:13]([O:15][CH2:16][CH:17]=[CH2:18])=[O:14])=[CH:31][CH:32]=1)=[O:35])([CH3:40])([CH3:39])[CH3:38] |f:0.1|. Procedure: 0.6 g (14.92 mmol) of sodium hydride is added in portions to a solution of 4.13 g (12.43 mmol) of diallyl 2-(4-methoxycarbonylbenzyl)malonate in 40 ml of DMF at 0° C. The reaction solution is then allowed to reach room temperature and is stirred for 1 hour. The reaction solution is then cooled again to 0° C., 3.9 g (13.68 mmol) of tert-butyl 4-(2-bromoethyl)benzoate in 10 ml of DMF are added, and the mixture is stirred at this temperature for 30 min. The mixture is then stirred at room temperatu...